From a dataset of the Open Reaction Database (ORD), a public repository of structured organic reaction records. describe an organic reaction: reactants, conditions, products, and yield Reactants: C(C)NCC (diethylamine), Br.ClC=1C=CC=2N(N1)C(=NN2)N (6-chloro-[1,2,4]triazolo[4,3-b]pyridazin-3-ylamine hydrobromide), C(C)NCC (diethylamine). Run in O (water), O (water). The product is C(C)N(C=1C=CC=2N(N1)C(=NN2)N)CC (N*6*,N*6*-Diethyl-[1,2,4]triazolo[4,3-b]pyridazine-3,6-diamine). RXN SMILES: Br.Cl[C:3]1[CH:4]=[CH:5][C:6]2[N:7]([C:9]([NH2:12])=[N:10][N:11]=2)[N:8]=1.[CH2:13]([NH:15][CH2:16][CH3:17])[CH3:14]>O>[CH2:13]([N:15]([CH2:16][CH3:17])[C:3]1[CH:4]=[CH:5][C:6]2[N:7]([C:9]([NH2:12])=[N:10][N:11]=2)[N:8]=1)[CH3:14] |f:0.1|. Procedure details: 6-Chloro-[1,2,4]triazolo[4,3-b]pyridazin-3-ylamine hydrobromide (W2.001; 150 mg) was initially charged in water (5 ml) and admixed with diethylamine (814 μl) while stirring. Thereafter, the mixture was heated to reflux for 16 h and then further diethylamine (407 μl) was added. After refluxing for a further 12 h, the mixture was freed of the solvent, admixed with water and extracted three times with dichloromethane. The combined organic phases were dried over sodium sulfate and, after the desicca...